Task: describe an organic reaction: reactants, conditions, products, and yield. Dataset: the Open Reaction Database (ORD), a public repository of structured organic reaction records Starting materials: P(Cl)(Cl)(Cl)(Cl)Cl (phosphorus pentachloride), P(OCC(C1=CC=CC=C1)(CC1=CC=CC=C1)CC1=CC=CC=C1)([O-])=O (dibenzylphenylethyl phosphonate), 4h, [Cl-] (chloride). The solvent is C1=CC=CC=C1 (benzene), C1=CC=CC=C1 (benzene). The product is [Cl-].P(OCC1=CC=CC=C1)(OCCC1=CC=CC=C1)=O (Monobenzyl Phenylethyl Phosphonate Chloride). As a reaction SMILES: P(Cl)(Cl)(Cl)(Cl)[Cl:2].[PH:7](=[O:32])([O-:31])[O:8][CH2:9][C:10](CC1C=CC=CC=1)(CC1C=CC=CC=1)[C:11]1[CH:16]=[CH:15][CH:14]=[CH:13][CH:12]=1.[Cl-]>C1C=CC=CC=1>[Cl-:2].[PH:7](=[O:32])([O:8][CH2:9][CH2:10][C:11]1[CH:12]=[CH:13][CH:14]=[CH:15][CH:16]=1)[O:31][CH2:10][C:11]1[CH:16]=[CH:15][CH:14]=[CH:13][CH:12]=1 |f:4.5|. Procedure: 1 mmole of phosphorus pentachloride in benzene is added to a solution in benzene of 1 mmole of dibenzylphenylethyl phosphonate, which has been previously obtained. The mixture is refluxed at 70° C. for 3 to 4h under an anhydrous atmosphere until the chloride is completely obtained. The benzene of said mixture is then evaporated and is taken up in dichloromethane. This solution is used immediately for carrying out coupling with the peptide.